Dataset: the Open Reaction Database (ORD), a public repository of structured organic reaction records. Task: describe an organic reaction: reactants, conditions, products, and yield Starting materials: O=C(CCl)NC(CO)(CO)c1cccc(Br)c1, CC(C)(C)O, COC(C)(C)C, CC(C)(C)[O-], Cl, [K+], O. Yields the product O=C1COCC(CO)(c2cccc(Br)c2)N1. Reaction SMILES: [Br:1][c:2]1[cH:3][c:4]([C:8]([CH2:9][OH:10])([CH2:11][OH:12])[NH:13][C:14]([CH2:15][Cl:16])=[O:17])[cH:5][cH:6][cH:7]1.[C:18]([OH:19])([CH3:20])([CH3:21])[CH3:22].[C:30]([O:31][CH3:32])([CH3:33])([CH3:34])[CH3:35].[CH3:23][C:24]([CH3:25])([O-:26])[CH3:27].[ClH:29].[K+:28].[OH2:36]>>[Br:1][c:2]1[cH:3][c:4]([C:8]2([CH2:11][OH:12])[CH2:9][O:10][CH2:15][C:14](=[O:17])[NH:13]2)[cH:5][cH:6][cH:7]1. Starting materials: OC=1C=C(C(=O)N)C=CC1 (3-hydroxybenzamide), C([O-])([O-])=O.[K+].[K+] (potassium carbonate), [N+](=O)([O-])C1=C(CBr)C=CC=C1 (2-nitrobenzyl bromide). The solvent is C(C)#N (acetonitrile). Yields the product [N+](=O)([O-])C1=C(COC=2C=C(C(=O)N)C=CC2)C=CC=C1 (3-(2-Nitrobenzyloxy)benzamide). Reaction SMILES: [OH:1][C:2]1[CH:3]=[C:4]([CH:8]=[CH:9][CH:10]=1)[C:5]([NH2:7])=[O:6].C(=O)([O-])[O-].[K+].[K+].[N+:17]([C:20]1[CH:27]=[CH:26][CH:25]=[CH:24][C:21]=1[CH2:22]Br)([O-:19])=[O:18]>C(#N)C>[N+:17]([C:20]1[CH:27]=[CH:26][CH:25]=[CH:24][C:21]=1[CH2:22][O:1][C:2]1[CH:3]=[C:4]([CH:8]=[CH:9][CH:10]=1)[C:5]([NH2:7])=[O:6])([O-:19])=[O:18] |f:1.2.3|. Procedure: To 3-hydroxybenzamide (0.137 g; 1 mmol) was added potassium carbonate (0.138 g; 1 mmol) and 2-nitrobenzyl bromide (0.216 g; 1 mmol) in anhydrous acetonitrile (10 ml). The mixture was heated under reflux for 5 hours. Starting materials: CN=C=S, Cc1ccc(NC(=O)N(c2cccc(F)c2)C2CCN(Cc3ccc(Oc4ccc(N)cc4)nc3)CC2)cn1, C1CCOC1. The product is CNC(=S)Nc1ccc(Oc2ccc(CN3CCC(N(C(=O)Nc4ccc(C)nc4)c4cccc(F)c4)CC3)cn2)cc1. As a reaction SMILES: [CH3:40][N:41]=[C:42]=[S:43].[NH2:1][c:2]1[cH:3][cH:4][c:5]([O:6][c:7]2[cH:8][cH:9][c:10]([CH2:13][N:14]3[CH2:15][CH2:16][CH:17]([N:20]([C:21](=[O:22])[NH:23][c:24]4[cH:25][n:26][c:27]([CH3:30])[cH:28][cH:29]4)[c:31]4[cH:32][c:33]([F:37])[cH:34][cH:35][cH:36]4)[CH2:18][CH2:19]3)[cH:11][n:12]2)[cH:38][cH:39]1.[O:44]1[CH2:45][CH2:46][CH2:47][CH2:48]1>>[NH:1]([c:2]1[cH:3][cH:4][c:5]([O:6][c:7]2[cH:8][cH:9][c:10]([CH2:13][N:14]3[CH2:15][CH2:16][CH:17]([N:20]([C:21](=[O:22])[NH:23][c:24]4[cH:25][n:26][c:27]([CH3:30])[cH:28][cH:29]4)[c:31]4[cH:32][c:33]([F:37])[cH:34][cH:35][cH:36]4)[CH2:18][CH2:19]3)[cH:11][n:12]2)[cH:38][cH:39]1)[C:42]([NH:41][CH3:40])=[S:43]. Reactants: C(C)OC(=O)C1=NC=C(C=C1)OCC=1C(=NOC1\C=C\C1=CC=CC=C1)C1=CC=C(C=C1)F (5-[3-(4-fluoro-phenyl)-5-((E)-styryl)-isoxazol-4-ylmethoxy]-pyridine-2-carboxylic acid ethyl ester), [BH4-].[Na+] (sodium borohydride), CO (methanol). Reaction conditions: time 1 hour. The product is C(C)OC(=O)C1=NC=C(C=C1)OCC=1C(=NOC1CO)C1=CC=C(C=C1)F (5-[3-(4-Fluoro-phenyl)-5-hydroxymethyl-isoxazol-4-ylmethoxy]-pyridine-2-carboxylic acid ethyl ester). Isolated yield 59.0%. RXN SMILES: [CH2:1]([O:3][C:4]([C:6]1[CH:11]=[CH:10][C:9]([O:12][CH2:13][C:14]2[C:15]([C:27]3[CH:32]=[CH:31][C:30]([F:33])=[CH:29][CH:28]=3)=[N:16][O:17][C:18]=2/[CH:19]=C/C2C=CC=CC=2)=[CH:8][N:7]=1)=[O:5])[CH3:2].[BH4-].[Na+].C[OH:37]>>[CH2:1]([O:3][C:4]([C:6]1[CH:11]=[CH:10][C:9]([O:12][CH2:13][C:14]2[C:15]([C:27]3[CH:28]=[CH:29][C:30]([F:33])=[CH:31][CH:32]=3)=[N:16][O:17][C:18]=2[CH2:19][OH:37])=[CH:8][N:7]=1)=[O:5])[CH3:2] |f:1.2|. Reported procedure: A solution of 5-[3-(4-fluoro-phenyl)-5-((E)-styryl)-isoxazol-4-ylmethoxy]-pyridine-2-carboxylic acid ethyl ester (1.2 g, 3.24 mmol) in methanol (60 mL) was treated at room temperature with sodium borohydride (255.4 mg, 6.48 mmol) and stirred for 1 h. After quenching with aqueous citric acid (100 mL of a 10% solution) and extraction with ethyl acetate the organic phase was dried over sodium sulfate, filtered and concentrated. Purification by chromatography (silica, heptane:ethyl acetete=1:1 to 0:... The reactants are C(C)(C)(C)O[C@H](C(=O)OCC)C=1C(=NC(=C(C1N1CCC(CC1)(C)C)C1=CC=C(C=C1)O)C)C ((S)-ethyl 2-(tert-butoxy)-2-(4-(4,4-dimethylpiperidin-1-yl)-5-(4-hydroxyphenyl)-2,6-dimethylpyridin-3-yl)acetate), FC1=CC=C(C=C1)CC(C)O (1-(4-fluorophenyl)propan-2-ol), C1=CC=C(C=C1)P(C2=CC=CC=C2)C3=CC=CC=C3 (Ph3P), CCOC(=O)/N=N/C(=O)OCC (DEAD). Solvent: C1CCOC1 (THF). Reaction conditions: time 2 hour. The product is C(C)(C)(C)O[C@H](C(=O)OCC)C=1C(=NC(=C(C1N1CCC(CC1)(C)C)C1=CC=C(C=C1)OC(CC1=CC=C(C=C1)F)C)C)C ((2S)-ethyl 2-(tert-butoxy)-2-(4-(4,4-dimethylpiperidin-1-yl)-5-(4-((1-(4-fluorophenyl)propan-2-yl)oxy)phenyl)-2,6-dimethylpyridin-3-yl)acetate). Yield: 67.2%. As a reaction SMILES: [C:1]([O:5][C@@H:6]([C:12]1[C:13]([CH3:34])=[N:14][C:15]([CH3:33])=[C:16]([C:26]2[CH:31]=[CH:30][C:29]([OH:32])=[CH:28][CH:27]=2)[C:17]=1[N:18]1[CH2:23][CH2:22][C:21]([CH3:25])([CH3:24])[CH2:20][CH2:19]1)[C:7]([O:9][CH2:10][CH3:11])=[O:8])([CH3:4])([CH3:3])[CH3:2].[F:35][C:36]1[CH:41]=[CH:40][C:39]([CH2:42][CH:43](O)[CH3:44])=[CH:38][CH:37]=1.C1C=CC(P(C2C=CC=CC=2)C2C=CC=CC=2)=CC=1.CCOC(/N=N/C(OCC)=O)=O>C1COCC1>[C:1]([O:5][C@@H:6]([C:12]1[C:13]([CH3:34])=[N:14][C:15]([CH3:33])=[C:16]([C:26]2[CH:27]=[CH:28][C:29]([O:32][CH:43]([CH3:44])[CH2:42][C:39]3[CH:40]=[CH:41][C:36]([F:35])=[CH:37][CH:38]=3)=[CH:30][CH:31]=2)[C:17]=1[N:18]1[CH2:19][CH2:20][C:21]([CH3:24])([CH3:25])[CH2:22][CH2:23]1)[C:7]([O:9][CH2:10][CH3:11])=[O:8])([CH3:2])([CH3:3])[CH3:4]. Procedure: To a stirred solution of (S)-ethyl 2-(tert-butoxy)-2-(4-(4,4-dimethylpiperidin-1-yl)-5-(4-hydroxyphenyl)-2,6-dimethylpyridin-3-yl)acetate (0.09 g, 0.192 mmol), 1-(4-fluorophenyl)propan-2-ol (0.08 g, 0.519 mmol) and Ph3P (0.151 g, 0.576 mmol) in THF (5 mL) was added DEAD (0.091 ml, 0.576 mmol) at 0° C. After 2 h, cold bath was removed and stirred for 15 h at rt. Then, purified by prep-HPLC to afford (2S)-ethyl 2-(tert-butoxy)-2-(4-(4,4-dimethylpiperidin-1-yl)-5-(4-((1-(4-fluorophenyl)propan-2-yl)...